Task: describe an organic reaction: reactants, conditions, products, and yield. Dataset: the Open Reaction Database (ORD), a public repository of structured organic reaction records Starting materials: C(=O)OC(CCCC\C=C/C\C=C/C\C=C/C\C=C/CCCCC)CCCC\C=C/C\C=C/C\C=C/C\C=C/CCCCC (Diarachidonylmethyl Formate), [OH-].[K+] (KOH). Solvent: CCO (EtOH). Yields the product C(CCC\C=C/C\C=C/C\C=C/C\C=C/CCCCC)C(O)CCCC\C=C/C\C=C/C\C=C/C\C=C/CCCCC (Diarachidonyl Methanol). Isolated yield 107.4%. Reaction SMILES: C([O:3][CH:4]([CH2:25][CH2:26][CH2:27][CH2:28]/[CH:29]=[CH:30]\[CH2:31]/[CH:32]=[CH:33]\[CH2:34]/[CH:35]=[CH:36]\[CH2:37]/[CH:38]=[CH:39]\[CH2:40][CH2:41][CH2:42][CH2:43][CH3:44])[CH2:5][CH2:6][CH2:7][CH2:8]/[CH:9]=[CH:10]\[CH2:11]/[CH:12]=[CH:13]\[CH2:14]/[CH:15]=[CH:16]\[CH2:17]/[CH:18]=[CH:19]\[CH2:20][CH2:21][CH2:22][CH2:23][CH3:24])=O.[OH-].[K+]>CCO>[CH2:5]([CH:4]([CH2:25][CH2:26][CH2:27][CH2:28]/[CH:29]=[CH:30]\[CH2:31]/[CH:32]=[CH:33]\[CH2:34]/[CH:35]=[CH:36]\[CH2:37]/[CH:38]=[CH:39]\[CH2:40][CH2:41][CH2:42][CH2:43][CH3:44])[OH:3])[CH2:6][CH2:7][CH2:8]/[CH:9]=[CH:10]\[CH2:11]/[CH:12]=[CH:13]\[CH2:14]/[CH:15]=[CH:16]\[CH2:17]/[CH:18]=[CH:19]\[CH2:20][CH2:21][CH2:22][CH2:23][CH3:24] |f:1.2|. Procedure: The above diarachidonylmethyl formate (III, 0.43 g, 0.71 mmol) and KOH (100 mg) were stirred in 95% EtOH (20 mL) at room temperature under nitrogen overnight. Upon completion of the reaction, most of the solvent was evaporated. The resulting mixture was treated with 20 mL of 2M HCl solution. The aqueous phase was extracted with ether (2×30 mL). The combined ether extract was washed with water (2×25 mL), brine (25 mL), and dried over anhydrous Na2SO4. Evaporation of the solvent gave 0.44 g of IV ... Starting materials: NC1=CC(=C2C=CNC2=C1)C1=CN(C=2N=CN=C(C21)N[C@@H](C)C2=NN1C(C(N2C2=CC=CC=C2)=O)=C(C=C1)C)COCC[Si](C)(C)C ((S)-2-(1-((5-(6-amino-1H-indol-4-yl)-7-((2-(trimethylsilyl)ethoxy)methyl)-7H-pyrrolo[2,3-d]pyrimidin-4-yl)amino)ethyl)-5-methyl-3-phenylpyrrolo[2,1-f][1,2,4]triazin-4(3H)-one), [N-]=C=O.[K+] (potassium isocyanate). The solvent is O (water), C(C)(=O)O (acetic acid). Product: CC=1C=CN2N=C(N(C(C21)=O)C2=CC=CC=C2)[C@H](C)NC=2C1=C(N=CN2)N(C=C1C1=C2C=CNC2=CC(=C1)NC(=O)N)COCC[Si](C)(C)C ((S)-1-(4-(4-((1-(5-Methyl-4-oxo-3-phenyl-3,4-dihydropyrrolo[2,1-f][1,2,4]triazin-2-yl)ethyl)amino)-7-((2-(trimethylsilyl)ethoxy)methyl)-7H-pyrrolo[2,3-d]pyrimidin-5-yl)-1H-indol-6-yl)urea). The yield is 72.6%. Reaction SMILES: [NH2:1][C:2]1[CH:10]=[C:9]2[C:5]([CH:6]=[CH:7][NH:8]2)=[C:4]([C:11]2[C:19]3[C:18]([NH:20][C@H:21]([C:23]4[N:28]([C:29]5[CH:34]=[CH:33][CH:32]=[CH:31][CH:30]=5)[C:27](=[O:35])[C:26]5=[C:36]([CH3:39])[CH:37]=[CH:38][N:25]5[N:24]=4)[CH3:22])=[N:17][CH:16]=[N:15][C:14]=3[N:13]([CH2:40][O:41][CH2:42][CH2:43][Si:44]([CH3:47])([CH3:46])[CH3:45])[CH:12]=2)[CH:3]=1.[N-:48]=[C:49]=[O:50].[K+]>O.C(O)(=O)C>[CH3:39][C:36]1[CH:37]=[CH:38][N:25]2[C:26]=1[C:27](=[O:35])[N:28]([C:29]1[CH:34]=[CH:33][CH:32]=[CH:31][CH:30]=1)[C:23]([C@@H:21]([NH:20][C:18]1[C:19]3[C:11]([C:4]4[CH:3]=[C:2]([NH:1][C:49]([NH2:48])=[O:50])[CH:10]=[C:9]5[C:5]=4[CH:6]=[CH:7][NH:8]5)=[CH:12][N:13]([CH2:40][O:41][CH2:42][CH2:43][Si:44]([CH3:45])([CH3:47])[CH3:46])[C:14]=3[N:15]=[CH:16][N:17]=1)[CH3:22])=[N:24]2 |f:1.2|. Procedure details: To a suspension of (S)-2-(1-((5-(6-amino-1H-indol-4-yl)-7-((2-(trimethylsilyl)ethoxy)methyl)-7H-pyrrolo[2,3-d]pyrimidin-4-yl)amino)ethyl)-5-methyl-3-phenylpyrrolo[2,1-f][1,2,4]triazin-4(3H)-one (50 mg, 0.08 mmol) in 403 μl water and 208 μl acetic acid was added potassium isocyanate (17 mg, 0.21 mmol) according to the method described in Preparation 181. The residue was purified using SP1® Purification System (0% to 100% hexane-ethyl acetate) to obtain 40 mg (75% yield) of the title compound. As a reaction SMILES: [CH3:29][C:30]#[N:31].[F:19][c:20]1[cH:21][c:22]([CH:23]=[O:24])[cH:25][cH:26][c:27]1[OH:28].[F:1][C:2]([c:3]1[cH:4][cH:5][c:6](-[c:9]2[cH:10][cH:11][c:12]([C:14]([CH3:15])=[O:16])[s:13]2)[cH:7][cH:8]1)([F:17])[F:18]>>[F:1][C:2]([c:3]1[cH:4][cH:5][c:6](-[c:9]2[cH:10][cH:11][c:12]([C:14]([CH:15]=[CH:23][c:22]3[cH:21][c:20]([F:19])[c:27]([OH:28])[cH:26][cH:25]3)=[O:16])[s:13]2)[cH:7][cH:8]1)([F:17])[F:18]. The reactants are CC#N, O=Cc1ccc(O)c(F)c1, CC(=O)c1ccc(-c2ccc(C(F)(F)F)cc2)s1. The product is O=C(C=Cc1ccc(O)c(F)c1)c1ccc(-c2ccc(C(F)(F)F)cc2)s1. Starting materials: [BH4-], CCCCn1c(C=O)cnc1-c1ccccc1, CO, [Na+], O. The product is CCCCn1c(CO)cnc1-c1ccccc1. Reaction SMILES: [BH4-:18].[CH2:1]([CH2:2][CH2:3][CH3:4])[n:5]1[c:6](-[c:12]2[cH:13][cH:14][cH:15][cH:16][cH:17]2)[n:7][cH:8][c:9]1[CH:10]=[O:11].[CH3:20][OH:21].[Na+:19].[OH2:22]>>[CH2:1]([CH2:2][CH2:3][CH3:4])[n:5]1[c:6](-[c:12]2[cH:13][cH:14][cH:15][cH:16][cH:17]2)[n:7][cH:8][c:9]1[CH2:10][OH:11]. RXN SMILES: [CH3:43][CH2:44][O:45][CH2:46][CH3:47].[CH:1]([CH3:2])([CH3:3])[c:4]1[c:5]([C:6](=[O:7])[c:8]2[c:9]([C:10](=[O:11])[O:12][CH2:13][CH:14]=[C:15]([CH2:16][CH2:17][CH:18]=[C:19]([CH3:20])[CH3:21])[CH3:22])[cH:23][cH:24][cH:25][cH:26]2)[cH:27][cH:28][cH:29][cH:30]1.[I:31].[I:33][c:34]1[cH:35][cH:36][cH:37][cH:38][c:39]1[CH:40]([CH3:41])[CH3:42].[Mg:32]>>[CH:1]([CH3:2])([CH3:3])[c:4]1[c:5]([C:6](=[O:7])[c:8]2[c:9]([C:10](=[O:11])[OH:12])[cH:23][cH:24][cH:25][cH:26]2)[cH:27][cH:28][cH:29][cH:30]1. The reactants are CCOCC, CC(C)=CCCC(C)=CCOC(=O)c1ccccc1C(=O)c1ccccc1C(C)C, I, CC(C)c1ccccc1I, [Mg]. Product: CC(C)c1ccccc1C(=O)c1ccccc1C(=O)O. Starting materials: [Li]CCCC (n-BuLi), solution, CN(C)C=O (DMF), N#N (N2), BrC=1C=C(SC1)C1(OCCO1)C (2-(4-bromo-thiophen-2-yl)-2-methyl-[1,3]dioxolane). Solvent: CCCCCC (hexane), CCOCC (Et2O). Reaction conditions: time 10 minute. The product is CC1(OCCO1)C1=CC(=CS1)C=O (5-(2-methyl-[1,3]dioxolan-2-yl)-thiophene-3-carbaldehyde). Reaction SMILES: N#N.Br[C:4]1[CH:5]=[C:6]([C:9]2([CH3:14])[O:13][CH2:12][CH2:11][O:10]2)[S:7][CH:8]=1.[Li]CCCC.CN([CH:23]=[O:24])C>CCOCC.CCCCCC>[CH3:14][C:9]1([C:6]2[S:7][CH:8]=[C:4]([CH:23]=[O:24])[CH:5]=2)[O:13][CH2:12][CH2:11][O:10]1. Reported procedure: In a flame dried round-bottomed flask equipped with a magnetic stir bar and under inert atmosphere (N2), to a solution of 2-(4-bromo-thiophen-2-yl)-2-methyl-[1,3]dioxolane (1.00 g, 4.01 mmol) in Et2O (36.0 mL) at −78° C. was added dropwise n-BuLi (2.5 mL of a 1.6M solution in hexane, 4.00 mmol) over 15 min. The reaction mixture was then stirred at −78° C. for 15 min before DMF (3.1 mL, 40.14 mmol) was added dropwise. The cooling bath was removed and the reaction mixture was stirred for 10 min. S... Starting materials: CCCCCCCCCCCCCCCCCC(=O)N[C@@H](COC1C(C(C(C(O1)CO)OC2C(C(C(C(O2)CO)OC3C(C(C(C(O3)CO)O)OC4C(C(C(C(O4)CO)OC5(CC([C@H](C(O5)[C@H]([C@H](CO)O)O)NC(=O)C)O)C(=O)[O-])O)O)NC(=O)C)OC6(CC([C@H](C(O6)[C@H]([C@H](CO)O)O)NC(=O)C)O)C(=O)[O-])O)O)O)[C@@H](/C=C/CCCCCCCCCCCCCCC)O.[Na+].[Na+] (ganglioside GDla), C(C)(=O)[O-] (acetate), O (water), aqueous solution. The solvent is C(Cl)(Cl)Cl (chloroform). The product is CCCCCCCCCCCCCCCCCC(=O)NC(COC1[C@@H]([C@H]([C@@H]([C@H](O1)CO)O[C@H]2[C@@H]([C@H]([C@H]([C@H](O2)CO)O[C@H]3[C@@H]([C@H]([C@H]([C@H](O3)CO)O)O[C@H]4[C@@H]([C@H]([C@H]([C@H](O4)CO)O)O)O)NC(=O)C)O)O)O)O)C(/C=C/CCCCCCCCCCCCC)O (asialo GM1). As a reaction SMILES: [CH3:1][CH2:2][CH2:3][CH2:4][CH2:5][CH2:6][CH2:7][CH2:8][CH2:9][CH2:10][CH2:11][CH2:12][CH2:13][CH2:14][CH2:15][CH2:16][CH2:17][C:18]([NH:20][C@H:21]([C@H:111]([OH:129])/[CH:112]=[CH:113]/[CH2:114][CH2:115][CH2:116][CH2:117][CH2:118][CH2:119][CH2:120][CH2:121][CH2:122][CH2:123][CH2:124][CH2:125][CH2:126]CC)[CH2:22][O:23][CH:24]1[O:29][CH:28]([CH2:30][OH:31])[CH:27]([O:32][CH:33]2[O:38][CH:37]([CH2:39][OH:40])[CH:36]([O:41][CH:42]3[O:47][CH:46]([CH2:48][OH:49])[CH:45]([OH:50])[CH:44]([O:51][CH:52]4[O:57][CH:56]([CH2:58][OH:59])[CH:55]([O:60]C5(C([O-])=O)OC([C@@H](O)[C@@H](O)CO)[C@H](NC(C)=O)C(O)C5)[CH:54]([OH:81])[CH:53]4[OH:82])[CH:43]3[NH:83][C:84]([CH3:86])=[O:85])[CH:35]([O:87]C3(C([O-])=O)OC([C@@H](O)[C@@H](O)CO)[C@H](NC(C)=O)C(O)C3)[CH:34]2[OH:108])[CH:26]([OH:109])[CH:25]1[OH:110])=[O:19].[Na+].[Na+].C([O-])(=O)C.O>C(Cl)(Cl)Cl>[CH3:1][CH2:2][CH2:3][CH2:4][CH2:5][CH2:6][CH2:7][CH2:8][CH2:9][CH2:10][CH2:11][CH2:12][CH2:13][CH2:14][CH2:15][CH2:16][CH2:17][C:18]([NH:20][CH:21]([CH:111]([OH:129])/[CH:112]=[CH:113]/[CH2:114][CH2:115][CH2:116][CH2:117][CH2:118][CH2:119][CH2:120][CH2:121][CH2:122][CH2:123][CH2:124][CH2:125][CH3:126])[CH2:22][O:23][CH:24]1[O:29][C@H:28]([CH2:30][OH:31])[C@@H:27]([O:32][C@@H:33]2[O:38][C@H:37]([CH2:39][OH:40])[C@H:36]([O:41][C@@H:42]3[O:47][C@H:46]([CH2:48][OH:49])[C@H:45]([OH:50])[C@H:44]([O:51][C@@H:52]4[O:57][C@H:56]([CH2:58][OH:59])[C@H:55]([OH:60])[C@H:54]([OH:81])[C@H:53]4[OH:82])[C@H:43]3[NH:83][C:84]([CH3:86])=[O:85])[C@H:35]([OH:87])[C@H:34]2[OH:108])[C@H:26]([OH:109])[C@H:25]1[OH:110])=[O:19] |f:0.1.2|. Procedure details: A 1 ml quantity of 0.5% ganglioside GDla solution, 1 ml of 40 mM acetate buffer (pH 5.0) and 1 ml of sterilized water were mixed together, and to the mixture was added 1 ml of aqueous solution of Isozyme L (8 U/ml). The mixture was allowed to react at 37° C. for 1 hour, and 1/10 part by volume of chloroform was added thereto to stop the enzyme reaction. Asialo GM1 was extracted from the reaction solution with use of a mixture of chloroform and methanol (2:1) and then lyophilized, giving 2.0 mg o...